From a dataset of the Open Reaction Database (ORD), a public repository of structured organic reaction records. describe an organic reaction: reactants, conditions, products, and yield The reactants are N(=O)[O-].[Na+] (sodium nitrite), stannous chloride dihydrate, Cl.CN1C(OC[C@@H]1CC1=CC=C(C=C1)N)=O ((S)-3-Methyl-4-(4-aminobenzyl)-2-oxazolidinone hydrochloride), Cl (HCl), Cl (HCl). Solvent: O (water), O (water). Run at time 0.5 hour. Yields the product Cl.CN1C(OC[C@@H]1CC1=CC=C(C=C1)NN)=O ((S)-3-Methyl-4-(4-hydrazinobenzyl)-2-oxazolidinone hydrochloride). Reaction SMILES: [ClH:1].[CH3:2][N:3]1[C@@H:7]([CH2:8][C:9]2[CH:14]=[CH:13][C:12]([NH2:15])=[CH:11][CH:10]=2)[CH2:6][O:5][C:4]1=[O:16].Cl.[N:18]([O-])=O.[Na+]>O>[ClH:1].[CH3:2][N:3]1[C@@H:7]([CH2:8][C:9]2[CH:14]=[CH:13][C:12]([NH:15][NH2:18])=[CH:11][CH:10]=2)[CH2:6][O:5][C:4]1=[O:16] |f:0.1,3.4,6.7|. Procedure details: A solution of the product from step (b) (4.1 g) in water (24 ml) was cooled to -5° C. and c.HCl (40 ml) added. A solution of sodium nitrite (1.2 g) in water (12 ml) was then added and stirring continued for 0.5 hour. The resulting solution was added dropwise at -5° C. to a stirred solution of stannous chloride dihydrate (18.8 g) in c.HCl (34 ml). The resulting mixture was stirred at 0° C. for 2.5 hours, then evaporated in vacuo. The residue was taken up in water, brought to pH 2.5 using 1 ON aqu... The reactants are ClCCl, C[Si](C)(C)C#N, Cl[Sn](Cl)(Cl)Cl, Cc1cccc(C(=O)Cl)c1. The product is Cc1cccc(C(=O)C#N)c1. As a reaction SMILES: [CH2:22]([Cl:23])[Cl:24].[CH3:11][Si:12]([CH3:13])([CH3:14])[C:15]#[N:16].[Sn:17]([Cl:18])([Cl:19])([Cl:20])[Cl:21].[c:1]1([CH3:10])[cH:2][c:3]([C:7](=[O:8])[Cl:9])[cH:4][cH:5][cH:6]1>>[c:1]1([CH3:10])[cH:2][c:3]([C:7](=[O:8])[C:15]#[N:16])[cH:4][cH:5][cH:6]1. RXN SMILES: [Br:1][C:2]1[C:3]([CH2:8][S:9][CH2:10][CH2:11][NH2:12])=[N:4][CH:5]=[CH:6][CH:7]=1.[N+](N[C:17]1[NH:22][C:21](=[O:23])[C:20]([CH2:24][C:25]2[CH:30]=[CH:29][N:28]=[C:27]([O:31][CH3:32])[CH:26]=2)=[CH:19][N:18]=1)([O-])=O>C(O)C>[Br:1][C:2]1[C:3]([CH2:8][S:9][CH2:10][CH2:11][NH:12][C:17]2[NH:22][C:21](=[O:23])[C:20]([CH2:24][C:25]3[CH:30]=[CH:29][N:28]=[C:27]([O:31][CH3:32])[CH:26]=3)=[CH:19][N:18]=2)=[N:4][CH:5]=[CH:6][CH:7]=1. Procedure details: Reaction of 2-(3-bromo-2-pyridylmethylthio)ethylamine with 1.15 molar equivalents of 2-nitroamino-5-(2-methoxy-4-pyridylmethyl)-4-pyrimidone in refluxing ethanol for 18 hours gave 2-[2-(3-bromo-2-pyridylmethylthio)ethylamino]-5-(2-methoxy-4-pyridylmethyl)-4-pyrimidone m.p. 70-72° which was boiled under reflux in ethanol containing hydrogen chloride to give 2-[2-(3-bromo-2-pyridylmethylthio) ethylamino]-5-(2-hydroxy-4-pyridylmethyl)-4-pyrimidone trihydrochloride, m.p. 195-198.5°. Yields the product BrC=1C(=NC=CC1)CSCCNC1=NC=C(C(N1)=O)CC1=CC(=NC=C1)OC (2-[2-(3-bromo-2-pyridylmethylthio)ethylamino]-5-(2-methoxy-4-pyridylmethyl)-4-pyrimidone). Solvent: C(C)O (ethanol). Reactants: BrC=1C(=NC=CC1)CSCCN (2-(3-bromo-2-pyridylmethylthio)ethylamine), [N+](=O)([O-])NC1=NC=C(C(N1)=O)CC1=CC(=NC=C1)OC (2-nitroamino-5-(2-methoxy-4-pyridylmethyl)-4-pyrimidone). Reactants: BrC1=CC=2N3C4=C(C=C(C=C4SC2C=C1)O)C(C(=C3)CC=3C=NC=NC3)=O (10-bromo-5-hydroxy-2-(5-pyrimidinylmethyl)-3H-pyrido[3,2,1-kl]phenothiazin-3-one). Solvent: BrCCCO (3-bromopropanol). Yields the product BrC1=CC=2N3C4=C(C=C(C=C4SC2C=C1)OCCCO)C(C(=C3)CC=3C=NC=NC3)=O (10-bromo-5-(3-hydroxypropyloxy)-2-(5-pyrimidinylmethyl)-3H-pyrido[3,2,1-kl]phenothiazin-3-one). The yield is 75.3%. RXN SMILES: [Br:1][C:2]1[CH:15]=[CH:14][C:13]2[S:12][C:11]3[C:6]4=[C:7]([C:17](=[O:27])[C:18]([CH2:20][C:21]5[CH:22]=[N:23][CH:24]=[N:25][CH:26]=5)=[CH:19][N:5]4[C:4]=2[CH:3]=1)[CH:8]=[C:9]([OH:16])[CH:10]=3>BrCCCO>[Br:1][C:2]1[CH:15]=[CH:14][C:13]2[S:12][C:11]3[C:6]4=[C:7]([C:17](=[O:27])[C:18]([CH2:20][C:21]5[CH:22]=[N:23][CH:24]=[N:25][CH:26]=5)=[CH:19][N:5]4[C:4]=2[CH:3]=1)[CH:8]=[C:9]([O:16][CH2:7][CH2:8][CH2:9][OH:16])[CH:10]=3. Reported procedure: According to Example 34, the compound (150 mg) produced in Example 76 was reacted with 3-bromopropanol (50 μl) to obtain the title compound (64 mg; 38%). The reactants are NC[C@@H](C)O ((R)-1-amino-2-propanol), O=CCC1C(C2=CC(=CC=C2C1)Br)=O ((RS)-2-(2-oxoethyl)-6-bromo-1-indanone), C1(=CC=C(C=C1)S(=O)(=O)O)C (p-toluenesulfonic acid), O (water). The solvent is C1(=CC=CC=C1)C (toluene), C1(=CC=CC=C1)C (toluene). Run at time 45 minute. Product: BrC1=CC=C2CC3=C(N(C=C3)C[C@@H](C)O)C2=C1 ((R)-1-(7-bromo-1,4-dihydro-indeno[1,2-b]pyrrol-1-yl)-propan-2-ol). The yield is 51.5%. Reaction SMILES: O=[CH:2][CH2:3][CH:4]1[CH2:12][C:11]2[C:6](=[CH:7][C:8]([Br:13])=[CH:9][CH:10]=2)[C:5]1=O.C1(C)C=CC(S(O)(=O)=O)=CC=1.O.[NH2:27][CH2:28][C@H:29]([OH:31])[CH3:30]>C1(C)C=CC=CC=1>[Br:13][C:8]1[CH:7]=[C:6]2[C:11]([CH2:12][C:4]3[CH:3]=[CH:2][N:27]([CH2:28][C@H:29]([OH:31])[CH3:30])[C:5]=32)=[CH:10][CH:9]=1. Procedure: A solution of 2.0 g of (RS)-2-(2-oxoethyl)-6-bromo-1-indanone and 80 mg of p-toluenesulfonic acid in 90 ml of anhydrous toluene was heated on a water separator. A solution of 2.37 g of (R)-1-amino-2-propanol in 10 ml of anhydrous toluene was added dropwise to the boiling solution over a period of 5 minutes. Subsequently, the mixture was boiled for an additional 45 minutes, during which the solvent was reduced to a volume of 20 ml. The cooled reaction mixture was purified by column chromatography... Reactants: CN(C)CCN (dimethylaminoethylamine), CN(CCNC(=O)C([C@@H]1[C@H]([C@H]([C@@H](O1)N1C=NC=2C(N)=NC=NC12)O)O)O)C (adenosine-5'-carboxylic acid N-(2-dimethylaminoethyl)-amide). Product: C(C=C)NC(=O)C([C@@H]1[C@H]([C@H]([C@@H](O1)N1C=NC=2C(N)=NC=NC12)O)O)O (Adenosine-5'-carboxylic acid N-allylamide). Yield: 84.0%. RXN SMILES: [CH3:1]N(CCN)C.CN(C)[CH2:9][CH2:10][NH:11][C:12]([CH:14]([OH:32])[C@H:15]1[O:19][C@@H:18]([N:20]2[C:29]3[N:28]=[CH:27][N:26]=[C:24]([NH2:25])[C:23]=3[N:22]=[CH:21]2)[C@H:17]([OH:30])[C@@H:16]1[OH:31])=[O:13]>>[CH2:10]([NH:11][C:12]([CH:14]([OH:32])[C@H:15]1[O:19][C@@H:18]([N:20]2[C:29]3[N:28]=[CH:27][N:26]=[C:24]([NH2:25])[C:23]=3[N:22]=[CH:21]2)[C@H:17]([OH:30])[C@@H:16]1[OH:31])=[O:13])[CH:9]=[CH2:1]. Procedure details: with dimethylaminoethylamine: adenosine-5'-carboxylic acid N-(2-dimethylaminoethyl)-amide; m.p. 136°-138° C.; yield 84% of theory. Starting materials: Cl.BrC1=C2CCNCC2=C(C(=C1)[N+](=O)[O-])N (5-Bromo-7-nitro-1,2,3,4-tetrahydro-8-isoquinolinylamine monohydrochloride), C(C1=CC=CC=C1)=O (benzaldehyde), CO.O (MeOH H2O), C(#N)[BH3-].[Na+] (sodium cyanoborohydride). Solvent: ClCCl (dichloromethane). Reaction conditions: time 6 hour. Product: BrC1=C2CCN(CC2=C(C(=C1)[N+](=O)[O-])N)CC1=CC=CC=C1 (5-bromo-1,2,3,4-tetrahydro-7 nitro-2(phenylmethyl)-8-isoquinolinamine). The yield is 62.2%. RXN SMILES: Cl.[Br:2][C:3]1[CH:12]=[C:11]([N+:13]([O-:15])=[O:14])[C:10]([NH2:16])=[C:9]2[C:4]=1[CH2:5][CH2:6][NH:7][CH2:8]2.[CH:17](=O)[C:18]1[CH:23]=[CH:22][CH:21]=[CH:20][CH:19]=1.CO.O.C([BH3-])#N.[Na+]>ClCCl>[Br:2][C:3]1[CH:12]=[C:11]([N+:13]([O-:15])=[O:14])[C:10]([NH2:16])=[C:9]2[C:4]=1[CH2:5][CH2:6][N:7]([CH2:17][C:18]1[CH:23]=[CH:22][CH:21]=[CH:20][CH:19]=1)[CH2:8]2 |f:0.1,3.4,5.6|. Reported procedure: A solution of the product from Example 5 (1 g, 3.24 mmol) and benzaldehyde (0.71 mL, 7 mmol) in 2:1 MeOH/H2O (50 mL) was treated with sodium cyanoborohydride (0.56 g, 9 mmol) portionwise under nitrogen and stirred for six hours. The reaction mixture was then added to dichloromethane (150 mL) and washed with saturated sodium bicarbonate. The organic layer was dried over magnesium sulfate and activated charcoal, filtered through a plug of silica gel and concentrated under vacuum to dryness. The so... The reactants are CC(=O)O, COC(=O)c1c(C)cc2ccccn12, O=N[O-], [Na+], O. Yields the product COC(=O)c1c(C)c(N=O)c2ccccn12. RXN SMILES: [CH3:20][C:21](=[O:22])[OH:23].[CH3:5][c:6]1[cH:7][c:8]2[cH:9][cH:10][cH:11][cH:12][n:13]2[c:14]1[C:15](=[O:16])[O:17][CH3:18].[N:1](=[O:2])[O-:3].[Na+:4].[OH2:19]>>[N:1](=[O:3])[c:7]1[c:6]([CH3:5])[c:14]([C:15](=[O:16])[O:17][CH3:18])[n:13]2[c:8]1[cH:9][cH:10][cH:11][cH:12]2. Reactants: C(C)(=O)O (acetic acid), C1(=CC=C(C=C1)C=O)C (p-tolualdehyde), CC=1C=CC(=CC1)C(=O)O (p-toluic acid). Reagents/catalysts: C(C)(=O)[O-].[Co+2].C(C)(=O)[O-] (cobalt acetate), CC=1C=CC=CC1C(=O)O.[Co] (toluic acid cobalt), [Co] (cobalt). Reaction conditions: time 160 minute. The product is C(C1=CC=C(C(=O)O)C=C1)(=O)O (terephthalic acid), 672. Yield: 95.1%. RXN SMILES: C1(C)C=CC(C=O)=CC=1.CC1[CH:12]=[CH:13][C:14]([C:17]([OH:19])=[O:18])=[CH:15][CH:16]=1.[C:20]([OH:23])(=[O:22])[CH3:21]>C([O-])(=O)C.[Co+2].C([O-])(=O)C.[Co].CC1C=CC=CC=1C(O)=O.[Co]>[C:17]([OH:19])(=[O:18])[C:14]1[CH:15]=[CH:16][C:21]([C:20]([OH:23])=[O:22])=[CH:12][CH:13]=1 |f:3.4.5,7.8|. Procedure: All the same operations as in Example 1 were carried out except that a stock solution consisting of 1000 g of glacial acetic acid, 108 g of p-tolualdehyde, 122 g of p-toluic acid and 10 g of cobalt acetate (cobalt concentration 0.24% by weight based on the weight of the solvent) was charged into the reactor at a rate of 160 ml/hr. The value of toluic acid/cobalt in the reaction solution at a steady state was 1.34 and the average residence time of the reaction solution was 160 minutes. As a resul... Conditions: time 14 hour. Procedure details: A mixture of sodium (28 mg), ethyl acetate (0.12 ml) and ethyl formate (0.10 ml) in dry toluene (0.5 ml) was stirred at ambient temperature for 14 hours under nitrogen. To the mixture was added 5-amino-4-(4-fluorophenyl)-3-(pyridin-4-yl)pyrazole (150 mg) in dry ethanol (1.5 ml) and the mixture was refluxed for 7 hours. The reaction mixture was cooled and the separated solid was collected and dried. The solid was dissolved in water (15 ml) and the solution was washed with ether. The aqueous solut... Starting materials: NC1=C(C(=NN1)C1=CC=NC=C1)C1=CC=C(C=C1)F (5-amino-4-(4-fluorophenyl)-3-(pyridin-4-yl)pyrazole), [Na] (sodium), C(C)(=O)OCC (ethyl acetate), C(=O)OCC (ethyl formate). Product: FC1=CC=C(C=C1)C=1C(=NN2C1NC(C=C2)=O)C2=CC=NC=C2 (4,5-dihydro-3-(4-fluorophenyl)-5-oxo-2-(pyridin-4-yl)pyrazolo[1,5-a]pyrimidine). Run in C(C)O (ethanol), C1(=CC=CC=C1)C (toluene). Reaction SMILES: [Na].C([O:5][CH2:6][CH3:7])(=O)C.[CH:8](OCC)=O.[NH2:13][C:14]1[NH:18][N:17]=[C:16]([C:19]2[CH:24]=[CH:23][N:22]=[CH:21][CH:20]=2)[C:15]=1[C:25]1[CH:30]=[CH:29][C:28]([F:31])=[CH:27][CH:26]=1>C1(C)C=CC=CC=1.C(O)C>[F:31][C:28]1[CH:29]=[CH:30][C:25]([C:15]2[C:16]([C:19]3[CH:24]=[CH:23][N:22]=[CH:21][CH:20]=3)=[N:17][N:18]3[CH:8]=[CH:7][C:6](=[O:5])[NH:13][C:14]=23)=[CH:26][CH:27]=1 |^1:0|.